The task is: describe an organic reaction: reactants, conditions, products, and yield. This data is from the Open Reaction Database (ORD), a public repository of structured organic reaction records. Reaction SMILES: ClC1C=CC(C2(O)CCN(CCC=C3C4C(=NC=CC=4)OC4C=CC=C(OCC(OCC)=O)C=4C3)CC2)=CC=1.[Cl:40][C:41]1[CH:46]=[CH:45][C:44]([C:47]2([OH:83])[CH2:52][CH2:51][N:50]([CH2:53][CH2:54][CH:55]=[C:56]3[C:66]4[C:61](=[N:62][CH:63]=[CH:64][CH:65]=4)[O:60][C:59]4[CH:67]=[CH:68][CH:69]=[C:70]([O:71][C:72]5[CH:77]=[CH:76][C:75]([C:78]([O:80]CC)=[O:79])=[CH:74][CH:73]=5)[C:58]=4[CH2:57]3)[CH2:49][CH2:48]2)=[CH:43][CH:42]=1>>[C:78]([C:75]1[CH:74]=[CH:73][C:72]([O:71][C:70]2[C:58]3[CH2:57][C:56](=[CH:55][CH2:54][CH2:53][N:50]4[CH2:51][CH2:52][C:47]([C:44]5[CH:43]=[CH:42][C:41]([Cl:40])=[CH:46][CH:45]=5)([OH:83])[CH2:48][CH2:49]4)[C:66]4[C:61]([O:60][C:59]=3[CH:67]=[CH:68][CH:69]=2)=[N:62][CH:63]=[CH:64][CH:65]=4)=[CH:77][CH:76]=1)([OH:80])=[O:79]. Reactants: ClC1=CC=C(C=C1)C1(CCN(CC1)CCC=C1CC2=C(OC3=NC=CC=C31)C=CC=C2OCC(=O)OCC)O (4-(4-Chlorophenyl)-1-[3-(5,11-dihydro-7-ethoxycarbonylmethyloxy[1]benzoxepino[2,3-b]pyridin-5-ylidene)propyl]piperidin-4-ol), ClC1=CC=C(C=C1)C1(CCN(CC1)CCC=C1CC2=C(OC3=NC=CC=C31)C=CC=C2OC2=CC=C(C=C2)C(=O)OCC)O (4-(4-Chlorophenyl)-1-[3-(5,11-dihydro-7-(4-ethoxycarbonylphenoxy)[1]benzoxepino[2,3-b]pyridin-5-ylidene)propyl]piperidin-4-ol). Yields the product C(=O)(O)C1=CC=C(OC2=CC=CC3=C2CC(C=2C(=NC=CC2)O3)=CCCN3CCC(CC3)(O)C3=CC=C(C=C3)Cl)C=C1 (1-[3-(7-(4-Carboxyphenoxy)-5,11-dihydro[1]benzoxepino[2,3-b]pyridin-5-ylidene)propyl]-4-(4-chlorophenyl)piperidin-4-ol). Procedure details: The titled compound was prepared by following the procedure of example 133, but replacing the product of example 48 with the product of step 1. Reactants: C(CC(O)(C(=O)[O-])CC(=O)[O-])(=O)[O-].[Li+].[Li+].[Li+] (Lithium citrate). Reagents/catalysts: [N+](=O)([O-])[O-].[Co+2].[N+](=O)([O-])[O-] (cobalt nitrate). Product: C(CC(O)(C(=O)O)CC(=O)O)(=O)O (citric acid). RXN SMILES: [C:1]([O-:13])(=[O:12])[CH2:2][C:3]([CH2:8][C:9]([O-:11])=[O:10])([C:5]([O-:7])=[O:6])[OH:4].[Li+].[Li+].[Li+]>[N+]([O-])([O-])=O.[Co+2].[N+]([O-])([O-])=O>[C:1]([OH:13])(=[O:12])[CH2:2][C:3]([CH2:8][C:9]([OH:11])=[O:10])([C:5]([OH:7])=[O:6])[OH:4] |f:0.1.2.3,4.5.6|. Reported procedure: Lithium citrate and cobalt nitrate were mixed at a mol ratio of 1:3 to obtain a mixture, citric acid was added to the mixture, and the resultant was dissolved in ion-exchanged water to obtain a solution. The solution was sprayed in an air stream of 200° C. to obtain a Li-Co oxide precursor fine powder. The reactants are BrCC=C(C)C (1-Bromo-3-methylbut-2-ene), COC1=CC=C(C=N1)C(C(O[C@H]1CN2CCC1CC2)=O)NC=2C=C(C(=O)OCC)C=CC2 (ethyl 3-(1-(6-methoxypyridin-3-yl)-2-oxo-2-((R)-quinuclidin-3-yloxy)ethylamino)benzoate). Solvent: CCOC(=O)C (EtOAc). Run at time 8 hour. The product is [Br-].C(C)OC(=O)C=1C=C(C=CC1)NC(C(=O)O[C@H]1C[N+]2(CCC1CC2)CC=C(C)C)C=2C=NC(=CC2)OC ((3R)-3-(2-(3-(ethoxycarbonyl)phenylamino)-2-(6-methoxypyridin-3-yl)acetoxy)-1-(3-methylbut-2-enyl)-1-azoniabicyclo[2.2.2]octane bromide). Isolated yield 86.5%. As a reaction SMILES: [Br:1][CH2:2][CH:3]=[C:4]([CH3:6])[CH3:5].[CH3:7][O:8][C:9]1[N:14]=[CH:13][C:12]([CH:15]([NH:27][C:28]2[CH:29]=[C:30]([CH:36]=[CH:37][CH:38]=2)[C:31]([O:33][CH2:34][CH3:35])=[O:32])[C:16](=[O:26])[O:17][C@@H:18]2[CH:23]3[CH2:24][CH2:25][N:20]([CH2:21][CH2:22]3)[CH2:19]2)=[CH:11][CH:10]=1>CCOC(C)=O>[Br-:1].[CH2:34]([O:33][C:31]([C:30]1[CH:29]=[C:28]([NH:27][CH:15]([C:12]2[CH:13]=[N:14][C:9]([O:8][CH3:7])=[CH:10][CH:11]=2)[C:16]([O:17][C@@H:18]2[CH:23]3[CH2:24][CH2:25][N+:20]([CH2:2][CH:3]=[C:4]([CH3:6])[CH3:5])([CH2:21][CH2:22]3)[CH2:19]2)=[O:26])[CH:38]=[CH:37][CH:36]=1)=[O:32])[CH3:35] |f:3.4|. Procedure: 1-Bromo-3-methylbut-2-ene (16.9 mg, 0.11 mmol) was added to a solution of ethyl 3-(1-(6-methoxypyridin-3-yl)-2-oxo-2-((R)-quinuclidin-3-yloxy)ethylamino)benzoate (C65) (50 mg, 0.11 mmol) in EtOAc (2 ml). The reaction mixture was stirred at room temperature overnight. The solvent was evaporated, and the residue was triturated with Et2O, filtered and dried. The product was purified by flash-chromatography (DCM/MeOH=97/3 to 9/1) to obtain (3R)-3-(2-(3-(ethoxycarbonyl)phenylamino)-2-(6-methoxypyridi... The reactants are Cc1ccc(S(=O)(=O)n2ccc3c(N(C)C4CN(Cc5ccccc5)CCC4C)ncnc32)cc1, CCOC(C)=O, [Na+], [OH-]. Yields the product CC1CCN(Cc2ccccc2)CC1N(C)c1ncnc2[nH]ccc12. As a reaction SMILES: [CH2:3]([c:4]1[cH:5][cH:6][cH:7][cH:8][cH:9]1)[N:10]1[CH2:11][CH:12]([N:17]([c:18]2[c:19]3[c:20]([n:21][cH:22][n:23]2)[n:24]([S:27]([c:28]2[cH:29][cH:30][c:31]([CH3:32])[cH:33][cH:34]2)(=[O:35])=[O:36])[cH:25][cH:26]3)[CH3:37])[CH:13]([CH3:16])[CH2:14][CH2:15]1.[CH3:38][CH2:39][O:40][C:41](=[O:42])[CH3:43].[Na+:2].[OH-:1]>>[CH2:3]([c:4]1[cH:5][cH:6][cH:7][cH:8][cH:9]1)[N:10]1[CH2:11][CH:12]([N:17]([c:18]2[c:19]3[c:20]([n:21][cH:22][n:23]2)[nH:24][cH:25][cH:26]3)[CH3:37])[CH:13]([CH3:16])[CH2:14][CH2:15]1. Starting materials: FC=1C=CC=C2CCC(C12)NC1=NC2=CC=C(C=C2C=C1)N (rac-N2-(7-fluoro-indan-1-yl)-quinoline-2,6-diamine), S1C=NC(=C1)CC(=O)O (4-thiazole acetic acid). Product: FC=1C=CC=C2CCC(C12)NC1=NC2=CC=C(C=C2C=C1)NC(CC=1N=CSC1)=O (rac-N-[2-(7-Fluoro-indan-1-ylamino)-quinolin-6-yl]-2-thiazol-4-yl-acetamide). RXN SMILES: [F:1][C:2]1[CH:3]=[CH:4][CH:5]=[C:6]2[C:10]=1[CH:9]([NH:11][C:12]1[CH:21]=[CH:20][C:19]3[C:14](=[CH:15][CH:16]=[C:17]([NH2:22])[CH:18]=3)[N:13]=1)[CH2:8][CH2:7]2.[S:23]1[CH:27]=[C:26]([CH2:28][C:29](O)=[O:30])[N:25]=[CH:24]1>>[F:1][C:2]1[CH:3]=[CH:4][CH:5]=[C:6]2[C:10]=1[CH:9]([NH:11][C:12]1[CH:21]=[CH:20][C:19]3[C:14](=[CH:15][CH:16]=[C:17]([NH:22][C:29](=[O:30])[CH2:28][C:26]4[N:25]=[CH:24][S:23][CH:27]=4)[CH:18]=3)[N:13]=1)[CH2:8][CH2:7]2. Procedure: The title compound was prepared in accordance with the general method described in example 6 from rac-N2-(7-fluoro-indan-1-yl)-quinoline-2,6-diamine and 4-thiazole acetic acid (CAS 7504-44-1); MS: m/e=419.1 (M+H+). The reactants are CO, O=S(=O)(O)O, O=C(O)CCCc1ccc(C(=O)CCCc2ccccc2)cc1. Product: COC(=O)CCCc1ccc(C(=O)CCCc2ccccc2)cc1. As a reaction SMILES: [CH3:24][OH:25].[S:26](=[O:27])(=[O:28])([OH:29])[OH:30].[c:1]1([CH2:7][CH2:8][CH2:9][C:10](=[O:11])[c:12]2[cH:13][cH:14][c:15]([CH2:18][CH2:19][CH2:20][C:21](=[O:22])[OH:23])[cH:16][cH:17]2)[cH:2][cH:3][cH:4][cH:5][cH:6]1>>[c:1]1([CH2:7][CH2:8][CH2:9][C:10](=[O:11])[c:12]2[cH:13][cH:14][c:15]([CH2:18][CH2:19][CH2:20][C:21](=[O:22])[O:23][CH3:24])[cH:16][cH:17]2)[cH:2][cH:3][cH:4][cH:5][cH:6]1. Starting materials: ClC=1C(=C(CNC(=O)[C@H]2N(C[C@@H](C2)F)C(CN2C=C(C3=CC=C(C=C23)O)C(C)=O)=O)C=CC1)F ((2S,4R)-1-[2-(3-acetyl-6-hydroxy-indol-1-yl)-acetyl]-4-fluoro-pyrrolidine-2-carboxylic acid 3-chloro-2-fluoro-benzylamide), ClCC1=NN=NN1 (5-(chloromethyl)-1H-tetrazole), Example 583, C([O-])([O-])=O.[Cs+].[Cs+] (cesium carbonate). Run in CS(=O)C (DMSO). Yields the product ClC=1C(=C(CNC(=O)[C@H]2N(C[C@@H](C2)F)C(CN2C=C(C3=CC=C(C=C23)OCC2=NN=NN2)C(C)=O)=O)C=CC1)F ((2S,4R)-1-{2-[3-Acetyl-6-(1H-tetrazol-5-ylmethoxy)-indol-1-yl]-acetyl}-4-fluoro-pyrrolidine-2-carboxylic acid 3-chloro-2-fluoro-benzylamide). Reaction SMILES: [Cl:1][C:2]1[C:3]([F:34])=[C:4]([CH:31]=[CH:32][CH:33]=1)[CH2:5][NH:6][C:7]([C@@H:9]1[CH2:13][C@@H:12]([F:14])[CH2:11][N:10]1[C:15](=[O:30])[CH2:16][N:17]1[C:25]2[C:20](=[CH:21][CH:22]=[C:23]([OH:26])[CH:24]=2)[C:19]([C:27](=[O:29])[CH3:28])=[CH:18]1)=[O:8].C(=O)([O-])[O-].[Cs+].[Cs+].Cl[CH2:42][C:43]1[NH:47][N:46]=[N:45][N:44]=1>CS(C)=O>[Cl:1][C:2]1[C:3]([F:34])=[C:4]([CH:31]=[CH:32][CH:33]=1)[CH2:5][NH:6][C:7]([C@@H:9]1[CH2:13][C@@H:12]([F:14])[CH2:11][N:10]1[C:15](=[O:30])[CH2:16][N:17]1[C:25]2[C:20](=[CH:21][CH:22]=[C:23]([O:26][CH2:42][C:43]3[NH:47][N:46]=[N:45][N:44]=3)[CH:24]=2)[C:19]([C:27](=[O:29])[CH3:28])=[CH:18]1)=[O:8] |f:1.2.3|. Reported procedure: The title compound was prepared in a similar manner as described above for Example 585 from (2S,4R)-1-[2-(3-acetyl-6-hydroxy-indol-1-yl)-acetyl]-4-fluoro-pyrrolidine-2-carboxylic acid 3-chloro-2-fluoro-benzylamide Example 583 (60.0 mg, 0.122 mmol), cesium carbonate (120 mg, 0.367 mmol) and 5-(chloromethyl)-1H-tetrazole (44.0 mg, 0.366 mmol) in DMSO (2.5 mL). Solid. MS (LC/MS): 572 [M+H]+; tR (HPLC conditions k): 3.23 min.